This data is from the Open Reaction Database (ORD), a public repository of structured organic reaction records. The task is: describe an organic reaction: reactants, conditions, products, and yield Starting materials: CCCOc1nc(N2CCCC(NC(=O)OC(C)(C)C)C2)cc(Nc2ccc(C(=O)N3CCOCC3)cc2)c1C(N)=O, ClCCl, O=C(O)C(F)(F)F. Product: CCCOc1nc(N2CCCC(N)C2)cc(Nc2ccc(C(=O)N3CCOCC3)cc2)c1C(N)=O. Reaction SMILES: [C:1]([NH2:2])(=[O:3])[c:4]1[c:5]([NH:28][c:29]2[cH:30][cH:31][c:32]([C:35](=[O:36])[N:37]3[CH2:38][CH2:39][O:40][CH2:41][CH2:42]3)[cH:33][cH:34]2)[cH:6][c:7]([N:14]2[CH2:15][CH:16]([NH:20][C:21](=[O:22])[O:23][C:24]([CH3:25])([CH3:26])[CH3:27])[CH2:17][CH2:18][CH2:19]2)[n:8][c:9]1[O:10][CH2:11][CH2:12][CH3:13].[Cl:50][CH2:51][Cl:52].[F:43][C:44]([F:45])([F:46])[C:47]([OH:48])=[O:49]>>[C:1]([NH2:2])(=[O:3])[c:4]1[c:5]([NH:28][c:29]2[cH:30][cH:31][c:32]([C:35](=[O:36])[N:37]3[CH2:38][CH2:39][O:40][CH2:41][CH2:42]3)[cH:33][cH:34]2)[cH:6][c:7]([N:14]2[CH2:15][CH:16]([NH2:20])[CH2:17][CH2:18][CH2:19]2)[n:8][c:9]1[O:10][CH2:11][CH2:12][CH3:13].